From a dataset of the Open Reaction Database (ORD), a public repository of structured organic reaction records. describe an organic reaction: reactants, conditions, products, and yield Reactants: C(C)(C)(C)OC(=O)NC1=CC=C(C=C1)CCC=1N=C(SC1CC1=CC=C(C=C1)S(=O)(=O)C)NC(OCC)=O (Ethyl {4-(2-{4-[(tert-butoxycarbonyl)amino]phenyl}ethyl)-5-[4-(methylsulfonyl)benzyl]-1,3-thiazol-2-yl}carbamate), Cl (HCl). The solvent is O1CCOCC1 (1,4-dioxane). Reaction conditions: time 2 hour. Yields the product NC1=CC=C(C=C1)CCC=1N=C(SC1CC1=CC=C(C=C1)S(=O)(=O)C)NC(OCC)=O (ethyl {4-[2-(4-aminophenyl)ethyl]-5-[4-(methylsulfonyl)benzyl]-1,3-thiazol-2-yl}carbamate). Isolated yield 109.3%. As a reaction SMILES: C(OC([NH:8][C:9]1[CH:14]=[CH:13][C:12]([CH2:15][CH2:16][C:17]2[N:18]=[C:19]([NH:33][C:34](=[O:38])[O:35][CH2:36][CH3:37])[S:20][C:21]=2[CH2:22][C:23]2[CH:28]=[CH:27][C:26]([S:29]([CH3:32])(=[O:31])=[O:30])=[CH:25][CH:24]=2)=[CH:11][CH:10]=1)=O)(C)(C)C.Cl>O1CCOCC1>[NH2:8][C:9]1[CH:14]=[CH:13][C:12]([CH2:15][CH2:16][C:17]2[N:18]=[C:19]([NH:33][C:34](=[O:38])[O:35][CH2:36][CH3:37])[S:20][C:21]=2[CH2:22][C:23]2[CH:28]=[CH:27][C:26]([S:29]([CH3:32])(=[O:31])=[O:30])=[CH:25][CH:24]=2)=[CH:11][CH:10]=1. Procedure: Ethyl {4-(2-{4-[(tert-butoxycarbonyl)amino]phenyl}ethyl)-5-[4-(methylsulfonyl)benzyl]-1,3-thiazol-2-yl}carbamate (140 mg) and 4N HCl in 1,4-dioxane solution (3 ml) were combined under N2 atmosphere. The reaction mixture was stirred at r.t. for 2 hours. The solvent was removed in vacuo. The residue was dissolved in water and AcOEt. The mixture was made basic (pH=8) by 1N-NaOH. The organic layer was washed with water and brine, dried over anhydrous MgSO4, and concentrated in vacuo to give ethyl {4... Starting materials: NC=1C(=CC(=CC1)O)C (4-amino-m-cresol), Cl.ClCC=1NCCN1 (2-chloromethyl-2-imidazoline hydrochloride), C(C)O (ethanol). Yields the product Cl.CC1=C(NC=2N(CCN2)C)C=CC(=C1)O (2-methyl-4-hydroxy-anilino-methyl-2-imidazoline hydrochloride). As a reaction SMILES: [NH2:1][C:2]1[C:3]([CH3:9])=[CH:4][C:5]([OH:8])=[CH:6][CH:7]=1.Cl.[Cl:11]C[C:13]1[NH:14][CH2:15][CH2:16][N:17]=1.[CH2:18](O)C>>[ClH:11].[CH3:9][C:3]1[CH:4]=[C:5]([OH:8])[CH:6]=[CH:7][C:2]=1[NH:1][C:13]1[N:14]([CH3:18])[CH2:15][CH2:16][N:17]=1 |f:1.2,4.5|. Procedure details: Two moles 4-amino-m-cresol and 1 mole 2-chloromethyl-2-imidazoline hydrochloride are refluxed for 3 hours, within absolute ethanol. After cooling, the insoluble fraction is suction filtered and the ethanol solution is evaporated in vacuo. The evaporation residue is recrystallized from methanol:diethyl ether; M.p.=205°-207° C. Reactants: D4, FC=1C=C(C=O)C=C(C1F)F (3,4,5-trifluorobenzaldehyde), FC=1C=C(C=C(C1)F)O (3,5-difluorophenol). Product: FC=1C=C(OC2=C(C=C(C=O)C=C2F)F)C=C(C1)F (4-(3,5-difluorophenoxy)-3,5-difluorobenzaldehyde). Procedure: The title compound was prepared by a procedure similar to that described for D4 starting from 3,4,5-trifluorobenzaldehyde and 3,5-difluorophenol. Reaction SMILES: [F:1][C:2]1[CH:3]=[C:4]([CH:7]=[C:8]([F:11])[C:9]=1F)[CH:5]=[O:6].[F:12][C:13]1[CH:14]=[C:15]([OH:20])[CH:16]=[C:17]([F:19])[CH:18]=1>>[F:12][C:13]1[CH:14]=[C:15]([CH:16]=[C:17]([F:19])[CH:18]=1)[O:20][C:9]1[C:8]([F:11])=[CH:7][C:4]([CH:5]=[O:6])=[CH:3][C:2]=1[F:1]. Starting materials: ClC1=NC=CC=C1F (2-chloro-3-fluoropyridine), ClC1=CC=C(C=C1)B(O)O (4-chlorophenylboronic acid), C([O-])([O-])=O.[Na+].[Na+] (sodium carbonate). The reagents and catalysts are C1=CC=C(C=C1)P([C-]2C=CC=C2)C3=CC=CC=C3.C1=CC=C(C=C1)P([C-]2C=CC=C2)C3=CC=CC=C3.Cl[Pd]Cl.[Fe+2] (1,1′bis(diphenylphosphino)ferrocenedichloropalladium(II)). Run in C(C)(=O)OCC (ethyl acetate), O (water), C1(=CC=CC=C1)C.CN(C=O)C.O (toluol dimethylformamide water). Product: ClC1=CC=C(C=C1)C1=NC=CC=C1F (2-(4-Chloro-phenyl)-3-fluoro-pyridine). The yield is 65.7%. RXN SMILES: Cl[C:2]1[C:7]([F:8])=[CH:6][CH:5]=[CH:4][N:3]=1.[Cl:9][C:10]1[CH:15]=[CH:14][C:13](B(O)O)=[CH:12][CH:11]=1.C(=O)([O-])[O-].[Na+].[Na+]>C1(C)C=CC=CC=1.CN(C)C=O.O.C(OCC)(=O)C.O.C1C=CC(P(C2C=CC=CC=2)[C-]2C=CC=C2)=CC=1.C1C=CC(P(C2C=CC=CC=2)[C-]2C=CC=C2)=CC=1.Cl[Pd]Cl.[Fe+2]>[Cl:9][C:10]1[CH:15]=[CH:14][C:13]([C:2]2[C:7]([F:8])=[CH:6][CH:5]=[CH:4][N:3]=2)=[CH:12][CH:11]=1 |f:2.3.4,5.6.7,10.11.12.13|. Procedure: A solution of 18.60 g 2-chloro-3-fluoropyridine, 23.25 g 4-chlorophenylboronic acid and 2.30 g 1,1′bis(diphenylphosphino)ferrocenedichloropalladium(II), 22.50 g sodium carbonate in toluol:dimethylformamide:water 190:20:40 and the mixture was stirred at 90° C. over 5 hours. The reaction mixture was diluted with ethyl acetate and water. The phases were separated and the organic phase was washed with brine, dried over magnesium sulfate and evaporated. The residue was purified by chromatography on s...